describe an organic reaction: reactants, conditions, products, and yield From a dataset of the Open Reaction Database (ORD), a public repository of structured organic reaction records. The reactants are C1(=CC=CC=C1)C1=CC(NC(=C1)C1=CC=CC=C1)=O (4,6-diphenyl-2-pyridinone), BrCCCCC(C(=O)OC)(C)C (methyl 6-bromo-2,2-dimethylhexanoate). The reagents and catalysts are C([O-])([O-])=O.[Ag+2] (silver carbonate). Run in C1(=CC=CC=C1)C (toluene). Product: CC(C(=O)OC)(CCCCOC1=NC(=CC(=C1)C1=CC=CC=C1)C1=CC=CC=C1)C (methyl 2,2-dimethyl-6-[(4,6-diphenyl-2-pyridyl)oxy]hexanoate). Reaction SMILES: [C:1]1([C:7]2[CH:12]=[C:11]([C:13]3[CH:18]=[CH:17][CH:16]=[CH:15][CH:14]=3)[NH:10][C:9](=[O:19])[CH:8]=2)[CH:6]=[CH:5][CH:4]=[CH:3][CH:2]=1.Br[CH2:21][CH2:22][CH2:23][CH2:24][C:25]([CH3:31])([CH3:30])[C:26]([O:28][CH3:29])=[O:27]>C(=O)([O-])[O-].[Ag+2].C1(C)C=CC=CC=1>[CH3:30][C:25]([CH3:31])([CH2:24][CH2:23][CH2:22][CH2:21][O:19][C:9]1[CH:8]=[C:7]([C:1]2[CH:2]=[CH:3][CH:4]=[CH:5][CH:6]=2)[CH:12]=[C:11]([C:13]2[CH:14]=[CH:15][CH:16]=[CH:17][CH:18]=2)[N:10]=1)[C:26]([O:28][CH3:29])=[O:27] |f:2.3|. Reported procedure: The procedure in Example 4 is followed but using 4,6-diphenyl-2-pyridinone (4 g), methyl 6-bromo-2,2-dimethylhexanoate (5.8 g) (prepared according to the method described in Patent EP 108 592), silver carbonate (2.3 g) and toluene (150 cc). The product is purified by chromatography under pressure on silica gel (30-60 mm; eluent: n-hexane-ethyl acetate 95-5, brown oil) Conditions: time 20 minute. RXN SMILES: [CH2:1]([C@:4]1([CH2:20][C:21]2[CH:26]=[CH:25][CH:24]=[CH:23][CH:22]=2)[C:8](=O)O[C@@H](C(C)(C)C)[N:5]1C(OCC=C)=O)[CH:2]=[CH2:3].N1C[CH2:31][O:30]CC1.[O:33]1CCCC1>>[NH2:5][C@:4]([CH2:20][C:21]1[CH:22]=[CH:23][CH:24]=[CH:25][CH:26]=1)([CH2:1][CH:2]=[CH2:3])[CH2:8][C:31]([OH:30])=[O:33]. Product: N[C@@](CC(=O)O)(CC=C)CC1=CC=CC=C1 ((S)-2-Amino-2-benzylpent-4-enecarboxylic acid). Procedure details: A mixture of 2 g of allyl (2S,4S)-4-allyl-4-benzyl-2-tert-butyl-5-oxooxazolidine-3-carboxylate, 60 ml of tetrahydrofuran, 4.88 ml of morpholine and 300 mg of tetrakis-triphenylphosphinepalladium is stirred at room temperature for 20 minutes and then concentrated in vacuo. The residue is stirred in a mixture of 6 ml of glacial acetic acid and 20 ml of water for 30 minutes. After the volatile constituents have been stripped off in vacuo at 40° C., the product is purified by column chromatography (... Starting materials: C(C=C)[C@]1(N([C@@H](OC1=O)C(C)(C)C)C(=O)OCC=C)CC1=CC=CC=C1 (allyl (2S,4S)-4-allyl-4-benzyl-2-tert-butyl-5-oxooxazolidine-3-carboxylate), N1CCOCC1 (morpholine), tetrakis-triphenylphosphinepalladium, O1CCCC1 (tetrahydrofuran). Starting materials: COP1Oc2ccccc2-c2ccccc21, Cc1ccccc1, O=C(Cl)c1cccc2ccccc12. Yields the product O=C(c1cccc2ccccc12)P1(=O)Oc2ccccc2-c2ccccc21. RXN SMILES: [CH3:14][O:15][P:16]1[O:17][c:18]2[c:19]([cH:26][cH:27][cH:28][cH:29]2)-[c:20]2[c:21]1[cH:22][cH:23][cH:24][cH:25]2.[CH3:30][c:31]1[cH:32][cH:33][cH:34][cH:35][cH:36]1.[c:1]1([C:11](=[O:12])[Cl:13])[cH:2][cH:3][cH:4][c:5]2[cH:6][cH:7][cH:8][cH:9][c:10]12>>[c:1]1([C:11](=[O:12])[P:16]2(=[O:15])[O:17][c:18]3[c:19]([cH:26][cH:27][cH:28][cH:29]3)-[c:20]3[c:21]2[cH:22][cH:23][cH:24][cH:25]3)[cH:2][cH:3][cH:4][c:5]2[cH:6][cH:7][cH:8][cH:9][c:10]12. The reactants are COC1=C(CN2C=C(C(C3=CC(=C(N=C23)C=2OC=CC2)F)=O)C(=O)O)C=CC(=C1)OC (1-(2,4-dimethoxybenzyl)-6-fluoro-7-(2-furyl)-4-oxo-1,4-dihydro-1,8-naphthyridine-3-carboxylic acid). The solvent is FC(C(=O)O)(F)F (trifluoroacetic acid). Run at time 4 hour. Product: FC=1C=C2C(C(=CNC2=NC1C=1OC=CC1)C(=O)O)=O (6-fluoro-7-(2-furyl)-4-oxo-1,4-dihydro-1,8-naphthyridine-3-carboxylic acid). As a reaction SMILES: COC1C=C(OC)C=CC=1C[N:6]1[C:15]2[C:10](=[CH:11][C:12]([F:21])=[C:13]([C:16]3[O:17][CH:18]=[CH:19][CH:20]=3)[N:14]=2)[C:9](=[O:22])[C:8]([C:23]([OH:25])=[O:24])=[CH:7]1>FC(F)(F)C(O)=O>[F:21][C:12]1[CH:11]=[C:10]2[C:15](=[N:14][C:13]=1[C:16]1[O:17][CH:18]=[CH:19][CH:20]=1)[NH:6][CH:7]=[C:8]([C:23]([OH:25])=[O:24])[C:9]2=[O:22]. Reported procedure: A solution of EXAMPLE 30B (130 mg) in trifluoroacetic acid (8 mL) was heated at 50° C. for 2 hours then cooled and concentrated. The concentrate was diluted with diethyl ether, stirred at ambient temperature for 4 hours, and filtered to provide the desired product. NMR (300 MHz, DMSO-d6) δ 14.05 (br s, 1H), 8.78 (s, 1H), 8.53 (m, 1H), 8.14 (m, 1H), 7.48 (m, 1H), 6.87 (m, 1H), 6.55 (s, 1H).